This data is from the Open Reaction Database (ORD), a public repository of structured organic reaction records. The task is: describe an organic reaction: reactants, conditions, products, and yield Conditions: time 10 minute. The reactants are C(#N)[BH3-].[Na+] (sodium cyanoborohydride), Cl.N[C@H]1COC2=C(N(C1=O)CC(=O)OCC1=CC=CC=C1)C=CC=C2 (benzyl 3(S)-amino-4-oxo-2,3,4,5-tetrahydro-1,5-benzoxazepine-5-acetate hydrochloride), C(C)(=O)[O-].[Na+] (sodium acetate), C(C1=CC=CC=C1)OC(=O)N1CCC(CC1)CCCCC(C(=O)OCC)=O (ethyl 6-(1-benzyloxycarbonyl-4-piperidyl)-2-oxohexanoate), 3A. The solvent is C(C)O (ethanol), C(C)O (ethanol), C(C)(=O)O (acetic acid). Isolated yield 5.4%. As a reaction SMILES: Cl.[NH2:2][C@@H:3]1[C:9](=[O:10])[N:8]([CH2:11][C:12]([O:14][CH2:15][C:16]2[CH:21]=[CH:20][CH:19]=[CH:18][CH:17]=2)=[O:13])[C:7]2[CH:22]=[CH:23][CH:24]=[CH:25][C:6]=2[O:5][CH2:4]1.C([O-])(=O)C.[Na+].[CH2:31]([O:38][C:39]([N:41]1[CH2:46][CH2:45][CH:44]([CH2:47][CH2:48][CH2:49][CH2:50][C:51](=O)[C:52]([O:54][CH2:55][CH3:56])=[O:53])[CH2:43][CH2:42]1)=[O:40])[C:32]1[CH:37]=[CH:36][CH:35]=[CH:34][CH:33]=1.C([BH3-])#N.[Na+]>C(O)C.C(O)(=O)C>[CH2:31]([O:38][C:39]([N:41]1[CH2:42][CH2:43][CH:44]([CH2:47][CH2:48][CH2:49][CH2:50][C@@H:51]([NH:2][C@@H:3]2[C:9](=[O:10])[N:8]([CH2:11][C:12]([O:14][CH2:15][C:16]3[CH:17]=[CH:18][CH:19]=[CH:20][CH:21]=3)=[O:13])[C:7]3[CH:22]=[CH:23][CH:24]=[CH:25][C:6]=3[O:5][CH2:4]2)[C:52]([O:54][CH2:55][CH3:56])=[O:53])[CH2:45][CH2:46]1)=[O:40])[C:32]1[CH:33]=[CH:34][CH:35]=[CH:36][CH:37]=1 |f:0.1,2.3,5.6|. The product is C(C1=CC=CC=C1)OC(=O)N1CCC(CC1)CCCC[C@H](C(=O)OCC)N[C@H]1COC2=C(N(C1=O)CC(=O)OCC1=CC=CC=C1)C=CC=C2 (benzyl 3(S)-[5-(1-benzyloxycarbonyl-4-piperidyl)-1(R)-ethoxycarbonylpentyl]amino-4-oxo-2,3,4,5-tetrahydro-1,5-benzoxazepine-5-acetate). Procedure: A mixture of benzyl 3(S)-amino-4-oxo-2,3,4,5-tetrahydro-1,5-benzoxazepine-5-acetate hydrochloride (3.4 g), ethanol (30 ml), sodium acetate (0.77 g), acetic acid (0.56 g), ethyl 6-(1-benzyloxycarbonyl-4-piperidyl)-2-oxohexanoate (4.4 g) and molecular sieves 3A (10 g) is stirred for 10 minutes at room temperature. To the stirred mixture is added dropwise a solution of sodium cyanoborohydride (0.6 g) in ethanol (50 ml) for 3 hours. After standing overnight at room temperature, the mixture is concen... Reactants: CC1=C(C=CC=C1)B(O)O (2-methylphenylboronic acid), 2-dicyclohexylphosphino-2′,6′-dimethoxy-1′1′-biphenyl, chloro(2-dicyclohexylphosphino-2′,6′-dimethoxy-1,1′-biphenyl)[2-(2-aminoethylphenyl)]palladium(ii) dichloromethane, ClC1=CC(=C(C=C1)C1=NC=CC2=CC(=CC=C12)S(=O)(=O)NC1=NC=NC=C1)OC (1-(4-CHLORO-2-METHOXYPHENYL)-N-(PYRIMIDIN-4-YL)ISOQUINOLINE-6-SULFONAMIDE), P(=O)([O-])([O-])[O-].[K+].[K+].[K+] (potassium phosphate), O1CCOCC1 (dioxane). Solvent: O (water). Reaction conditions: temperature 150 celsius. The product is COC=1C=C(C=CC1C1=NC=CC2=CC(=CC=C12)S(=O)(=O)NC1=NC=NC=C1)C1=C(C=CC=C1)C (1-(3-methoxy-2′-methyl-[1,1′-biphenyl]-4-yl)-N-(pyrimidin-4-yl)isoquinoline-6-sulfonamide). Yield: 32.4%. Reaction SMILES: [CH3:1][C:2]1[CH:7]=[CH:6][CH:5]=[CH:4][C:3]=1B(O)O.Cl[C:12]1[CH:17]=[CH:16][C:15]([C:18]2[C:27]3[C:22](=[CH:23][C:24]([S:28]([NH:31][C:32]4[CH:37]=[CH:36][N:35]=[CH:34][N:33]=4)(=[O:30])=[O:29])=[CH:25][CH:26]=3)[CH:21]=[CH:20][N:19]=2)=[C:14]([O:38][CH3:39])[CH:13]=1.P([O-])([O-])([O-])=O.[K+].[K+].[K+].O1CCOCC1>O>[CH3:39][O:38][C:14]1[CH:13]=[C:12]([C:3]2[CH:4]=[CH:5][CH:6]=[CH:7][C:2]=2[CH3:1])[CH:17]=[CH:16][C:15]=1[C:18]1[C:27]2[C:22](=[CH:23][C:24]([S:28]([NH:31][C:32]3[CH:37]=[CH:36][N:35]=[CH:34][N:33]=3)(=[O:30])=[O:29])=[CH:25][CH:26]=2)[CH:21]=[CH:20][N:19]=1 |f:2.3.4.5|. Procedure: A microwave vial charged with 2-methylphenylboronic acid (0.022 g, 0.158 mmol), 2-dicyclohexylphosphino-2′,6′-dimethoxy-1′1′-biphenyl (4.33 mg, 10.54 μmol), chloro(2-dicyclohexylphosphino-2′,6′-dimethoxy-1,1′-biphenyl)[2-(2-aminoethylphenyl)]palladium(ii) dichloromethane (7.99 mg, 10.54 μmol), 1-(4-chloro-2-methoxyphenyl)-N-(pyrimidin-4-yl)isoquinoline-6-sulfonamide (From Example 160; 45 mg, 0.105 mmol), potassium phosphate (90 mg, 0.422 mmol), 1 mL dioxane and 0.25 mL water was heated to 150° C... Reactants: CC1=C(C(=CC=C1)C)O (2,6-dimethylphenol), C1(=CC=C(C=C1)S(=O)(=O)O)C (p-toluenesulfonic acid), CC1=C(C(=CC(=C1)C1C=CCC1)C)O (2,6-dimethyl-4-(2-cyclopenten-1-yl)phenol), C1(=CC=CC=C1)C (toluene). The solvent is CC(C)CC(=O)C (MIBK), C1CCOC1 (THF). Product: OC1=C(C=C(C=C1C)C1CC(CC1)C1=CC(=C(C(=C1)C)O)C)C (1,3-Bis(4-hydroxy-3,5-dimethylphenyl)cyclopentane). As a reaction SMILES: [CH3:1][C:2]1[CH:7]=[CH:6][CH:5]=[C:4]([CH3:8])[C:3]=1[OH:9].C1(C)C=CC(S(O)(=O)=O)=CC=1.[CH3:21][C:22]1[CH:27]=[C:26]([CH:28]2[CH2:32][CH2:31][CH:30]=[CH:29]2)[CH:25]=[C:24]([CH3:33])[C:23]=1[OH:34].C1(C)C=CC=CC=1>CC(CC(C)=O)C.C1COCC1>[OH:9][C:3]1[C:4]([CH3:8])=[CH:5][C:6]([CH:31]2[CH2:30][CH2:29][CH:28]([C:26]3[CH:25]=[C:24]([CH3:33])[C:23]([OH:34])=[C:22]([CH3:21])[CH:27]=3)[CH2:32]2)=[CH:7][C:2]=1[CH3:1]. Reported procedure: Into a 2-liter flask having a stirrer, a condenser and a thermometer, 286 g of 2,6-dimethylphenol and 40 g of p-toluenesulfonic acid (hereinafter “PTS”) were introduced, and a solution of mixture of 106 g of 2,6-dimethyl-4-(2-cyclopenten-1-yl)phenol and 106 g of toluene was added dropwise over a period of 1 hour while stirring the mixture kept at 100° C., followed by further stirring for 4 hours at 80° C. To the reaction solution thus obtained, THF and MIBK were added, and the resultant solution...